describe an organic reaction: reactants, conditions, products, and yield From a dataset of the Open Reaction Database (ORD), a public repository of structured organic reaction records. Starting materials: [OH-].[Na+] (sodium hydroxide), CC1=CSC2=C1C=C(C=C2N)[N+](=O)[O-] (3-methyl-5-nitro-7-aminobenzothiophene), N(=O)OS(O)(=O)=O (nitrosylsulphuric acid), ice, CNC (dimethylamine). Solvent: S(O)(O)(=O)=O (sulphuric acid). Reaction conditions: time 15 minute. The product is CN(N=NC1=CC(=CC=2C(=CSC21)C)[N+](=O)[O-])C (1,1-Dimethyl-3-(3-methyl-5-nitrobenzothiophen-7-yl)-triazene). As a reaction SMILES: [CH3:1][C:2]1[C:6]2[CH:7]=[C:8]([N+:12]([O-:14])=[O:13])[CH:9]=[C:10]([NH2:11])[C:5]=2[S:4][CH:3]=1.[N:15](OS(=O)(=O)O)=O.[CH3:22][NH:23][CH3:24].[OH-].[Na+]>S(=O)(=O)(O)O>[CH3:22][N:23]([CH3:24])[N:15]=[N:11][C:10]1[C:5]2[S:4][CH:3]=[C:2]([CH3:1])[C:6]=2[CH:7]=[C:8]([N+:12]([O-:14])=[O:13])[CH:9]=1 |f:3.4|. Reported procedure: 0.05 mole of 3-methyl-5-nitro-7-aminobenzothiophene is dissolved in 100 ml of concentrated sulphuric acid, while cooling with ice, and is diazotised at 10° C. by dropwise addition of 0.05 mole of nitrosylsulphuric acid. After 15 minutes, the mixture is poured onto 700 g of ice, 0.06 mole of dimethylamine (40% strength aqueous dimethylamine solution) is added and the mixture is rendered alkaline with 20% strength sodium hydroxide solution. The triazene is then extracted by shaking with methylene ... Starting materials: CCN(C(C)C)C(C)C (DIEA), C(C)(C)(C)OC(=O)N1CC2CCCC(C1)C2=C(F)C(=O)O (9-(carboxy-fluoro-methylene)-3-aza-bicyclo[3.3.1]nonane-3-carboxylic acid tert-butyl ester), ClC=1SC(=C(C1S(=O)(=O)[NH-])Cl)Cl (2,4,5-trichloro-thiophene-3-sulfonyl amide), CO (MeOH). The reagents and catalysts are CN(C)C=1C=CN=CC1 (DMAP). Solvent: CC(=O)N(C)C (DMA), O1CCOCC1 (dioxane). Conditions: time 8 hour. The product is C(C)(C)(C)OC(=O)N1CC2CCCC(C1)C2=C(C(NS(=O)(=O)C2=C(SC(=C2Cl)Cl)Cl)=O)F (9-[1-Fluoro-2-oxo-2-(2,4,5-trichloro-thiophene-3-sulfonylamino)-ethylidene]-3-aza-bicyclo[3.3.1]nonane-3-carboxylic acid tert.-butyl ester). RXN SMILES: CCN(C(C)C)C(C)C.[C:10]([O:14][C:15]([N:17]1[CH2:24][CH:23]2[C:25](=[C:26]([C:28](O)=[O:29])[F:27])[CH:19]([CH2:20][CH2:21][CH2:22]2)[CH2:18]1)=[O:16])([CH3:13])([CH3:12])[CH3:11].[Cl:31][C:32]1[S:33][C:34]([Cl:42])=[C:35]([Cl:41])[C:36]=1[S:37]([NH-:40])(=[O:39])=[O:38].CO>CN(C1C=CN=CC=1)C.CC(N(C)C)=O.O1CCOCC1>[C:10]([O:14][C:15]([N:17]1[CH2:18][CH:19]2[C:25](=[C:26]([F:27])[C:28](=[O:29])[NH:40][S:37]([C:36]3[C:35]([Cl:41])=[C:34]([Cl:42])[S:33][C:32]=3[Cl:31])(=[O:38])=[O:39])[CH:23]([CH2:22][CH2:21][CH2:20]2)[CH2:24]1)=[O:16])([CH3:13])([CH3:11])[CH3:12]. Procedure: 69 μl of DIEA are added to a solution of 60 mg of 9-(carboxy-fluoro-methylene)-3-aza-bicyclo[3.3.1]nonane-3-carboxylic acid tert-butyl ester, 71 mg of 2,4,5-trichloro-thiophene-3-sulfonyl amide, 233 μl of PPA and 24 mg of DMAP in 2 ml of DMA, and the mixture obtained is stirred at 40° overnight. The mixture obtained is diluted with 10 ml of EtAc/c-HEX, and washed with 1M NaHSO4 solution. The organic layer obtained is dried and solvent is evaporated. The evaporation residue obtained is subjected ... The reactants are CN(C(=O)N1CCC(=CC1)C1=CC2=C(N=CN=C2C2=C(C(=CC=C2)NC(C2=C(C=C(C=C2)C(C)(C)O)F)=O)C(O[SiH2]C(C)(C)C)(C2=CC=CC=C2)C2=CC=CC=C2)N1)C (4-(4-{2-(tert-Butyl-diphenyl-silanyloxymethyl)-3-[2-fluoro-4-(1-hydroxy-1-methyl-ethyl)-benzoylamino]-phenyl}-7H-pyrrolo[2,3-d]pyrimidin-6-yl)-3,6-dihydro-2H-pyridine-1-carboxylic acid dimethylamide), FC(C(C)(O)C1=CC=C(C(=O)O)C=C1)(F)F (4-(2,2,2-trifluoro-1-hydroxy-1-methyl-ethyl)-benzoic acid), CN(C(=O)N1CCC(=CC1)C1=CC2=C(N=CN=C2C2=C(C(=CC(=C2)F)N)C)N1)C (4-[4-(3-Amino-5-fluoro-2-methyl-phenyl)-7H-pyrrolo[2,3-d]pyrimidin-6-yl]-3,6-dihydro-2H-pyridine-1-carboxylic acid dimethylamide), FC1=C(C(=O)O)C=CC(=C1)C(C)(C)O (2-Fluoro-4-(1-hydroxy-1-methyl-ethyl)-benzoic acid). Yields the product CN(C(=O)N1CCC(=CC1)C1=CC2=C(N=CN=C2C2=C(C(=CC(=C2)F)NC(C2=CC=C(C=C2)C(C(F)(F)F)(C)O)=O)C)N1)C (4-(4-{5-Fluoro-2-methyl-3-[4-(2,2,2-trifluoro-1-hydroxy-1-methyl-ethyl)-benzoylamino]-phenyl}-7H-pyrrolo[2,3-d]pyrimidin-6-yl)-3,6-dihydro-2H-pyridine-1-carboxylic acid dimethylamide). RXN SMILES: CN(C)C(N1CC=C(C2NC3N=CN=C(C4C=CC=C(NC(=O)C5C=CC(C(O)(C)C)=CC=5F)C=4C(C4C=CC=CC=4)(C4C=CC=CC=4)O[SiH2]C(C)(C)C)C=3C=2)CC1)=O.[CH3:60][N:61]([CH3:88])[C:62]([N:64]1[CH2:69][CH:68]=[C:67]([C:70]2[NH:87][C:73]3[N:74]=[CH:75][N:76]=[C:77]([C:78]4[CH:83]=[C:82]([F:84])[CH:81]=[C:80]([NH2:85])[C:79]=4[CH3:86])[C:72]=3[CH:71]=2)[CH2:66][CH2:65]1)=[O:63].FC1C=C(C(O)(C)C)C=CC=1C(O)=O.[F:103][C:104]([F:118])([F:117])[C:105]([C:108]1[CH:116]=[CH:115][C:111]([C:112](O)=[O:113])=[CH:110][CH:109]=1)([OH:107])[CH3:106]>>[CH3:88][N:61]([CH3:60])[C:62]([N:64]1[CH2:65][CH:66]=[C:67]([C:70]2[NH:87][C:73]3[N:74]=[CH:75][N:76]=[C:77]([C:78]4[CH:83]=[C:82]([F:84])[CH:81]=[C:80]([NH:85][C:112](=[O:113])[C:111]5[CH:115]=[CH:116][C:108]([C:105]([OH:107])([CH3:106])[C:104]([F:103])([F:117])[F:118])=[CH:109][CH:110]=5)[C:79]=4[CH3:86])[C:72]=3[CH:71]=2)[CH2:68][CH2:69]1)=[O:63]. Reported procedure: Example 18 was prepared analogue to Intermediate 9 by replacing Intermediate 7 with Intermediate 6 and Intermediate 8 with 4-(2,2,2-trifluoro-1-hydroxy-1-methyl-ethyl)-benzoic acid (WO2007/145834). The reactants are CC1(C)OCCn2c1nc(-c1ncc(Cc3ccc(F)cc3)s1)c(OCc1ccccc1)c2=O, O=C(O)C(F)(F)F. The product is CC1(C)OCCn2c1nc(-c1ncc(Cc3ccc(F)cc3)s1)c(O)c2=O. As a reaction SMILES: [CH2:1]([c:2]1[cH:3][cH:4][cH:5][cH:6][cH:7]1)[O:8][c:9]1[c:10](-[c:22]2[s:23][c:24]([CH2:27][c:28]3[cH:29][cH:30][c:31]([F:34])[cH:32][cH:33]3)[cH:25][n:26]2)[n:11][c:12]2[n:17]([c:18]1=[O:19])[CH2:16][CH2:15][O:14][C:13]2([CH3:20])[CH3:21].[F:35][C:36]([F:37])([F:38])[C:39]([OH:40])=[O:41]>>[OH:8][c:9]1[c:10](-[c:22]2[s:23][c:24]([CH2:27][c:28]3[cH:29][cH:30][c:31]([F:34])[cH:32][cH:33]3)[cH:25][n:26]2)[n:11][c:12]2[n:17]([c:18]1=[O:19])[CH2:16][CH2:15][O:14][C:13]2([CH3:20])[CH3:21]. The reactants are ClC1=NC(=CC(=N1)C1=C(CC(C=C1)(C(F)(F)F)Cl)Cl)C(F)(F)F (2-chloro-4-(2,4-dichloro-4-trifluoromethylphenyl)-6-trifluoromethyl-pyrimidine), BrC=1C=C(C=CC1)B(O)O (3-bromo-benzene-boronic acid). The product is BrC=1C=C(C=CC1)C1=NC(=CC(=N1)C1=C(C=C(C=C1)Cl)Cl)C(F)(F)F (2-(3-Bromo-phenyl)-4-(2,4-dichloro-phenyl)-6-trifluoromethyl-pyrimidine), solid. The yield is 61.0%. As a reaction SMILES: Cl[C:2]1[N:7]=[C:6]([C:8]2[CH:13]=[CH:12][C:11]([Cl:18])(C(F)(F)F)[CH2:10][C:9]=2[Cl:19])[CH:5]=[C:4]([C:20]([F:23])([F:22])[F:21])[N:3]=1.[Br:24][C:25]1[CH:26]=[C:27](B(O)O)[CH:28]=[CH:29][CH:30]=1>>[Br:24][C:25]1[CH:30]=[C:29]([C:2]2[N:7]=[C:6]([C:8]3[CH:13]=[CH:12][C:11]([Cl:18])=[CH:10][C:9]=3[Cl:19])[CH:5]=[C:4]([C:20]([F:21])([F:22])[F:23])[N:3]=2)[CH:28]=[CH:27][CH:26]=1. Procedure details: The title compound was prepared from 2-chloro-4-(2,4-dichloro-4-trifluoromethylphenyl)-6-trifluoromethyl-pyrimidine (example A.61) (1.50 g, 4.58 mmol) and commercially available 3-bromo-benzene-boronic acid (1.01 g, 5.03 mmol) according to the general procedure IVb. Obtained as a white solid (1.26 g, 61%). MS (EI) 447.9 [(M)+]; mp 124.5° C.